From a dataset of the Open Reaction Database (ORD), a public repository of structured organic reaction records. describe an organic reaction: reactants, conditions, products, and yield Starting materials: CO, CNC(=O)c1cccc([N+](=O)[O-])c1NC1CC1, [Pd]. The product is CNC(=O)c1cccc(N)c1NC1CC1. Reaction SMILES: [CH3:18][OH:19].[CH:1]1([NH:4][c:5]2[c:6]([C:7](=[O:8])[NH:9][CH3:10])[cH:11][cH:12][cH:13][c:14]2[N+:15]([O-:16])=[O:17])[CH2:2][CH2:3]1.[Pd:20]>>[CH:1]1([NH:4][c:5]2[c:6]([C:7](=[O:8])[NH:9][CH3:10])[cH:11][cH:12][cH:13][c:14]2[NH2:15])[CH2:2][CH2:3]1. Reactants: COC(=O)CCCCOc1cccc(-c2ccccc2)c1, CO, [Na+], [OH-], O. Product: O=C(O)CCCCOc1cccc(-c2ccccc2)c1. RXN SMILES: [CH3:1][O:2][C:3]([CH2:4][CH2:5][CH2:6][CH2:7][O:8][c:9]1[cH:10][c:11](-[c:15]2[cH:16][cH:17][cH:18][cH:19][cH:20]2)[cH:12][cH:13][cH:14]1)=[O:21].[CH3:25][OH:26].[Na+:24].[OH-:23].[OH2:22]>>[O:2]=[C:3]([CH2:4][CH2:5][CH2:6][CH2:7][O:8][c:9]1[cH:10][c:11](-[c:15]2[cH:16][cH:17][cH:18][cH:19][cH:20]2)[cH:12][cH:13][cH:14]1)[OH:21]. Starting materials: COC1=C(C=C(C=C1)OC)C(C(C(=O)OC)C1=CC(=C(C=C1)C(F)(F)F)OC)=O (methyl 3-(2,5-dimethoxyphenyl)-2-(3-methoxy-4-(trifluoromethyl)phenyl)-3-oxopropanoate). Run in CCO (EtOH), Cl (HCl). Run at temperature 130 celsius. Product: COC1=C(C=C(C=C1)OC)C(CC1=CC(=C(C=C1)C(F)(F)F)OC)=O (1-(2,5-Dimethoxyphenyl)-2-(3-methoxy-4-(trifluoromethyl)phenyl)ethanone). The yield is 107.1%. As a reaction SMILES: [CH3:1][O:2][C:3]1[CH:8]=[CH:7][C:6]([O:9][CH3:10])=[CH:5][C:4]=1[C:11](=[O:29])[CH:12]([C:17]1[CH:22]=[CH:21][C:20]([C:23]([F:26])([F:25])[F:24])=[C:19]([O:27][CH3:28])[CH:18]=1)C(OC)=O>CCO.Cl>[CH3:1][O:2][C:3]1[CH:8]=[CH:7][C:6]([O:9][CH3:10])=[CH:5][C:4]=1[C:11](=[O:29])[CH2:12][C:17]1[CH:22]=[CH:21][C:20]([C:23]([F:25])([F:24])[F:26])=[C:19]([O:27][CH3:28])[CH:18]=1. Procedure: To a solution of methyl 3-(2,5-dimethoxyphenyl)-2-(3-methoxy-4-(trifluoromethyl)phenyl)-3-oxopropanoate (30.1 g, 73 mmol) in EtOH (400 mL), concentrated HCl (100 mL) was added. The reaction mixture was heated at 130° C. for 3 h, cooled to room temperature, and concentrated. The residue was dissolved in dichloromethane (150 mL) and washed with brine (3×100 mL). The organic layer was dried (Na2SO4), concentrated and purified by silica gel column chromatography (1:10 EtOAc/petroleum ether) to affor... Reactants: [Br-], BrCc1ccccc1, CCCC[N+](CCCC)(CCCC)CCCC, Cc1ccccc1, [K+], CCOC(=O)c1sc(=O)[nH]c1C(F)(F)F, [OH-]. The product is CCOC(=O)c1sc(=O)n(Cc2ccccc2)c1C(F)(F)F. Reaction SMILES: [Br-:26].[Br:18][CH2:19][c:20]1[cH:21][cH:22][cH:23][cH:24][cH:25]1.[CH2:27]([N+:28]([CH2:29][CH2:30][CH2:31][CH3:32])([CH2:33][CH2:34][CH2:35][CH3:36])[CH2:37][CH2:38][CH2:39][CH3:40])[CH2:41][CH2:42][CH3:43].[CH3:44][c:45]1[cH:46][cH:47][cH:48][cH:49][cH:50]1.[K+:17].[O:1]=[c:2]1[s:3][c:4]([C:11](=[O:12])[O:13][CH2:14][CH3:15])[c:5]([C:7]([F:8])([F:9])[F:10])[nH:6]1.[OH-:16]>>[O:1]=[c:2]1[s:3][c:4]([C:11](=[O:12])[O:13][CH2:14][CH3:15])[c:5]([C:7]([F:8])([F:9])[F:10])[n:6]1[CH2:19][c:20]1[cH:21][cH:22][cH:23][cH:24][cH:25]1. The reactants are C[Si](N[Si](C)(C)C)(C)C (hexamethyldisilazane), [Li] (lithium), [H][H] (hydrogen). Run in CCCCCC (hexane). Run at temperature 225 celsius, time 16 hour. Yields the product C[Si](N[Si](C)(C)C)(C)C.[Li] (lithium hexamethyldisilazane). Yield: 89.1%. RXN SMILES: [CH3:1][Si:2]([CH3:9])([CH3:8])[NH:3][Si:4]([CH3:7])([CH3:6])[CH3:5].[Li:10].[H][H]>CCCCCC>[CH3:1][Si:2]([CH3:9])([CH3:8])[NH:3][Si:4]([CH3:7])([CH3:6])[CH3:5].[Li:10] |f:4.5,^1:9,27|. Reported procedure: To 288 ml of hexamethyldisilazane (220 g, 1.36 mole) in a 1-liter Parr reactor was charged 7.00 g of lithium metal (1.00 mole) under an argon atmosphere, with a backpressure of approximately 150 psig. The mixture was slowly heated to 225° C. over a 1 to 2 hour period. At this temperature and pressure, the reaction was allowed to proceed for approximately 16 hours with stirring and venting of hydrogen. The reaction mixture was then cooled to below 40° C. and hexane solvent (300 ml) was added to d... The reactants are C(C1=CC=CC=C1)(=O)C1=C2CC(NC2=CC=C1)=O (4-benzoylindolin-2-one), product, [OH-].[Na+] (sodium hydroxide), [Cl-].[Na+] (sodium chloride). Run in O (water). Reaction conditions: time 12 hour. Product: O.NC1=C(C(=CC=C1)C(C1=CC=CC=C1)=O)CC(=O)[O-].[Na+] (Sodium 2-amino-6-benzoylphenylacetate Hydrate). As a reaction SMILES: [C:1]([C:9]1[CH:17]=[CH:16][CH:15]=[C:14]2[C:10]=1[CH2:11][C:12](=[O:18])[NH:13]2)(=[O:8])[C:2]1[CH:7]=[CH:6][CH:5]=[CH:4][CH:3]=1.[OH-:19].[Na+:20].[Cl-].[Na+]>O>[OH2:8].[NH2:13][C:14]1[CH:15]=[CH:16][CH:17]=[C:9]([C:1](=[O:8])[C:2]2[CH:7]=[CH:6][CH:5]=[CH:4][CH:3]=2)[C:10]=1[CH2:11][C:12]([O-:18])=[O:19].[Na+:20] |f:1.2,3.4,6.7.8|. Procedure: A suspension of 4.5 g. (0.0190 mole) of 4-benzoylindolin-2-one in 200 ml. of 3N sodium hydroxide was refluxed under a nitrogen atmosphere for 4 hr. The volume of water was reduced by approximately half, and the solution saturated with sodium chloride. The solution was chromatographed on a 230 ml. (wet volume) column of Amberlite XAD-2 ion exchange resin packed in distilled water. The product precipitated on the top of the column packing, but dissolved as the column was eluted with distilled wate... The reactants are BrC1=CC(=CC=C1)OCCCCl (1-bromo-3-(3-chloropropoxy)benzene), CC(C(=O)NC1=CC(=CC=C1)C1CCNCC1)C (2-methyl-N-[3-(4-piperidinyl)phenyl]propanamide). Product: BrC=1C=C(OCCCN2CCC(CC2)C=2C=C(C=CC2)NC(C(C)C)=O)C=CC1 (N-(3-{1-[3-(3-BROMOPHENOXY)PROPYL]-4-PIPERIDINYL}PHENYL)-2-METHYLPROPANAMIDE). Reaction SMILES: [Br:1][C:2]1[CH:7]=[CH:6][CH:5]=[C:4]([O:8][CH2:9][CH2:10][CH2:11]Cl)[CH:3]=1.[CH3:13][CH:14]([CH3:30])[C:15]([NH:17][C:18]1[CH:23]=[CH:22][CH:21]=[C:20]([CH:24]2[CH2:29][CH2:28][NH:27][CH2:26][CH2:25]2)[CH:19]=1)=[O:16]>>[Br:1][C:2]1[CH:3]=[C:4]([CH:5]=[CH:6][CH:7]=1)[O:8][CH2:9][CH2:10][CH2:11][N:27]1[CH2:28][CH2:29][CH:24]([C:20]2[CH:19]=[C:18]([NH:17][C:15](=[O:16])[CH:14]([CH3:13])[CH3:30])[CH:23]=[CH:22][CH:21]=2)[CH2:25][CH2:26]1. Procedure details: Prepared by Procedure G and Scheme B1 using 1-bromo-3-(3-chloropropoxy)benzene and 2-methyl-N-[3-(4-piperidinyl)phenyl]propanamide: ESMS m/e: 459.1 (M+H)+. Starting materials: FC(C=1C=C(CN(C(=O)C2=C(C=3C(=CN=CC3)C(N2C)=O)C2=CC=C(C=C2)F)C)C=C(C1)C(F)(F)F)(F)F (N-[3,5-Bis(trifluoromethyl)benzyl]-4-(4-fluorophenyl)-1,2-dihydro-N, 2-dimethyl-1-oxo-3-pyrido[3,4-c]pyridine carboxamide), IC (iodomethane). The solvent is O1CCOCC1 (dioxane). Yields the product [I-].FC(C=1C=C(CN(C(=O)C2C(=C3C(=CN(C=C3)C)C([NH+]2C)=O)C2=CC=C(C=C2)F)C)C=C(C1)C(F)(F)F)(F)F (3-[N-[3,5-Bis(trifluoromethyl)benzyl]-N-methylamino carbonyl]-4-(4-fluorophenyl)-1,2-dihydro-2,7-dimethyl-1-oxopyrido[3,4-c]pyridinium iodide). RXN SMILES: [F:1][C:2]([F:38])([F:37])[C:3]1[CH:4]=[C:5]([CH:30]=[C:31]([C:33]([F:36])([F:35])[F:34])[CH:32]=1)[CH2:6][N:7]([CH3:29])[C:8]([C:10]1[N:19]([CH3:20])[C:18](=[O:21])[C:13]2=[CH:14][N:15]=[CH:16][CH:17]=[C:12]2[C:11]=1[C:22]1[CH:27]=[CH:26][C:25]([F:28])=[CH:24][CH:23]=1)=[O:9].[I:39][CH3:40]>O1CCOCC1>[I-:39].[F:38][C:2]([F:37])([F:1])[C:3]1[CH:4]=[C:5]([CH:30]=[C:31]([C:33]([F:34])([F:36])[F:35])[CH:32]=1)[CH2:6][N:7]([CH3:29])[C:8]([CH:10]1[NH+:19]([CH3:20])[C:18](=[O:21])[C:13]2=[CH:14][N:15]([CH3:40])[CH:16]=[CH:17][C:12]2=[C:11]1[C:22]1[CH:27]=[CH:26][C:25]([F:28])=[CH:24][CH:23]=1)=[O:9] |f:3.4|. Procedure details: A mixture of N-[3,5-bis(trifluoromethyl)benzyl]-4-(4-fluorophenyl)-1,2-dihydro-N, 2-dimethyl-1-oxo-3-pyrido[3,4-c]pyridinecarboxamide (Example 8) (240 mg), iodomethane (4 ml) and dioxane (4 ml) was heated for 1.5 hour under reflux. The solvent was distilled off to leave the above-titled compound as yellow crystals (303 mg), m.p.155°-158° C. (decomp.) (recrystallized from dioxane-ethyl ether). The reactants are COC1=CC=C(CN(S(=O)(=O)C=2C=C3C=CN=C(C3=CC2)C2=C(C=C(C=C2)C(F)(F)F)C2=CC=NC=C2)C2=NC=NS2)C=C1 (N-(4-methoxybenzyl)-1-(2-(pyridin-4-yl)-4-(trifluoromethyl)phenyl)-N-(1,2,4-thiadiazol-5-yl)isoquinoline-6-sulfonamide), C(=O)(C(F)(F)F)O (TFA). Solvent: C(Cl)Cl (DCM). Reaction conditions: time 2 hour. Product: N1=CC=C(C=C1)C1=C(C=CC(=C1)C(F)(F)F)C1=NC=CC2=CC(=CC=C12)S(=O)(=O)NC1=NC=NS1 (1-(2-(pyridin-4-yl)-4-(trifluoromethyl)phenyl)-N-(1,2,4-thiadiazol-5-yl)isoquinoline-6-sulfonamide). Isolated yield 7.6%. As a reaction SMILES: COC1C=CC(C[N:8]([C:38]2[S:42][N:41]=[CH:40][N:39]=2)[S:9]([C:12]2[CH:13]=[C:14]3[C:19](=[CH:20][CH:21]=2)[C:18]([C:22]2[CH:27]=[CH:26][C:25]([C:28]([F:31])([F:30])[F:29])=[CH:24][C:23]=2[C:32]2[CH:37]=[CH:36][N:35]=[CH:34][CH:33]=2)=[N:17][CH:16]=[CH:15]3)(=[O:11])=[O:10])=CC=1.C(O)(C(F)(F)F)=O>C(Cl)Cl>[N:35]1[CH:34]=[CH:33][C:32]([C:23]2[CH:24]=[C:25]([C:28]([F:30])([F:29])[F:31])[CH:26]=[CH:27][C:22]=2[C:18]2[C:19]3[C:14](=[CH:13][C:12]([S:9]([NH:8][C:38]4[S:42][N:41]=[CH:40][N:39]=4)(=[O:11])=[O:10])=[CH:21][CH:20]=3)[CH:15]=[CH:16][N:17]=2)=[CH:37][CH:36]=1. Procedure: To a solution of N-(4-methoxybenzyl)-1-(2-(pyridin-4-yl)-4-(trifluoromethyl)phenyl)-N-(1,2,4-thiadiazol-5-yl)isoquinoline-6-sulfonamide (100 mg, 0.158 mmol) in DCM (1578 μl) was added TFA (60.8 μl, 0.789 mmol). The reaction mixture was stirred at room temperature. After 2 hours, LC/MS showed mainly product. Purification was done using a Phenomenex Gemini 5 μm, C18, 110 Å, 150×30 mm column with 0.1% TFA in ACN and water as mobile phase to afford 1-(2-(pyridin-4-yl)-4-(trifluoromethyl)phenyl)-N-(1... Reactants: COC(=O)c1sc(C#CC(C)(C)C)cc1N(C(=O)C1CCC(C)CC1)C1CCC(n2ccnn2)CC1, [Li+], [OH-]. The product is CC1CCC(C(=O)N(c2cc(C#CC(C)(C)C)sc2C(=O)O)C2CCC(n3ccnn3)CC2)CC1. RXN SMILES: [CH3:1][O:2][C:3](=[O:4])[c:5]1[s:6][c:7]([C:31]#[C:32][C:33]([CH3:34])([CH3:35])[CH3:36])[cH:8][c:9]1[N:10]([CH:11]1[CH2:12][CH2:13][CH:14]([n:17]2[n:18][n:19][cH:20][cH:21]2)[CH2:15][CH2:16]1)[C:22](=[O:23])[CH:24]1[CH2:25][CH2:26][CH:27]([CH3:30])[CH2:28][CH2:29]1.[Li+:37].[OH-:38]>>[O:2]=[C:3]([OH:4])[c:5]1[s:6][c:7]([C:31]#[C:32][C:33]([CH3:34])([CH3:35])[CH3:36])[cH:8][c:9]1[N:10]([CH:11]1[CH2:12][CH2:13][CH:14]([n:17]2[n:18][n:19][cH:20][cH:21]2)[CH2:15][CH2:16]1)[C:22](=[O:23])[CH:24]1[CH2:25][CH2:26][CH:27]([CH3:30])[CH2:28][CH2:29]1.